Dataset: the Open Reaction Database (ORD), a public repository of structured organic reaction records. Task: describe an organic reaction: reactants, conditions, products, and yield The reactants are ClC1=NC(=NC=N1)NC=1C=C(C=CC1)CS(=O)(=O)N (3-[(4-Chloro-1,3,5-triazin-2-yl)amino]benzenemethanesulfonamide), Cl.N1=CN=CC2=C1CCNC2 (5,6,7,8-tetrahydropyrido[4,3-d]pyrimidine hydrochloride). Product: N1=CN=CC2=C1CCN(C2)C2=NC(=NC=N2)NC=2C=C(C=CC2)CS(=O)(=O)N (3-[(4-(7,8-Dihydropyrido[4,3-d]pyrimidin-6(5H)-yl)-1,3,5-triazin-2-yl)amino]benzenemethanesulfonamide). RXN SMILES: Cl[C:2]1[N:7]=[CH:6][N:5]=[C:4]([NH:8][C:9]2[CH:10]=[C:11]([CH2:15][S:16]([NH2:19])(=[O:18])=[O:17])[CH:12]=[CH:13][CH:14]=2)[N:3]=1.Cl.[N:21]1[C:26]2[CH2:27][CH2:28][NH:29][CH2:30][C:25]=2[CH:24]=[N:23][CH:22]=1>>[N:21]1[C:26]2[CH2:27][CH2:28][N:29]([C:2]3[N:7]=[CH:6][N:5]=[C:4]([NH:8][C:9]4[CH:10]=[C:11]([CH2:15][S:16]([NH2:19])(=[O:18])=[O:17])[CH:12]=[CH:13][CH:14]=4)[N:3]=3)[CH2:30][C:25]=2[CH:24]=[N:23][CH:22]=1 |f:1.2|. Procedure: B39 was prepared following the general procedure reported for B10 using A1 and 5,6,7,8-tetrahydropyrido[4,3-d]pyrimidine hydrochloride; yield: 29.7 mg (7%), pale yellow solid. MS (ES) C17H18N8O2S requires: 398. found: 399 (M+H)+. Starting materials: O=C1CCC2(CC1)CCC(=O)c1ccccc12, [K+], NN, [OH-], O, OCCO. The product is O=C1CCC2(CCCc3ccccc32)CC1. Reaction SMILES: [CH2:1]1[CH2:2][C:3](=[O:17])[c:4]2[cH:5][cH:6][cH:7][cH:8][c:9]2[C:10]12[CH2:11][CH2:12][C:13](=[O:16])[CH2:14][CH2:15]2.[K+:22].[NH2:19][NH2:20].[OH-:21].[OH2:18].[OH:23][CH2:24][CH2:25][OH:26]>>[CH2:1]1[CH2:2][CH2:3][c:4]2[cH:5][cH:6][cH:7][cH:8][c:9]2[C:10]12[CH2:11][CH2:12][C:13](=[O:16])[CH2:14][CH2:15]2. Reported procedure: To a solution of ethyl 2-[2-bromo-4-[2-[[(1S,2R)-2-hydroxy-2-(4-hydroxyphenyl)-1-methylethyl]amino]ethyl]phenoxy]acetate (327 mg) in ethanol (3.3 ml) was added 1N aqueous sodium hydroxide solution (1.45 ml), and the mixture was stirred for 15 hours at room temperature. 1N Hydrochloric acid (1.45 ml) was added to the stirred reaction mixture under ice-cooling, and the solvent was removed under reduced pressure. To the residue was added water, and the resulting insoluble material was collected by ... Run in C(C)O (ethanol). The reactants are BrC1=C(OCC(=O)OCC)C=CC(=C1)CCN[C@H]([C@@H](C1=CC=C(C=C1)O)O)C (ethyl 2-[2-bromo-4-[2-[[(1S,2R)-2-hydroxy-2-(4-hydroxyphenyl)-1-methylethyl]amino]ethyl]phenoxy]acetate), [OH-].[Na+] (sodium hydroxide), Cl (Hydrochloric acid). Reaction conditions: time 15 hour. RXN SMILES: [Br:1][C:2]1[CH:14]=[C:13]([CH2:15][CH2:16][NH:17][C@@H:18]([CH3:28])[C@H:19]([OH:27])[C:20]2[CH:25]=[CH:24][C:23]([OH:26])=[CH:22][CH:21]=2)[CH:12]=[CH:11][C:3]=1[O:4][CH2:5][C:6]([O:8]CC)=[O:7].[OH-].[Na+].Cl>C(O)C>[Br:1][C:2]1[CH:14]=[C:13]([CH2:15][CH2:16][NH:17][C@@H:18]([CH3:28])[C@H:19]([OH:27])[C:20]2[CH:21]=[CH:22][C:23]([OH:26])=[CH:24][CH:25]=2)[CH:12]=[CH:11][C:3]=1[O:4][CH2:5][C:6]([OH:8])=[O:7] |f:1.2|. Product: BrC1=C(OCC(=O)O)C=CC(=C1)CCN[C@H]([C@@H](C1=CC=C(C=C1)O)O)C (2-[2-bromo-4-[2-[[(1S,2R)-2-hydroxy-2-(4-hydroxyphenyl)-1-methylethyl]amino]ethyl]phenoxy]acetic acid). Yield: 28.7%. The reactants are CNCc1ccccc1, O=S1CCN(c2nc(Cl)nc3c(Cl)ncnc23)CC1, C1COCCO1, O. Yields the product CN(Cc1ccccc1)c1ncnc2c(N3CCS(=O)CC3)nc(Cl)nc12. Reaction SMILES: [CH2:1]([c:2]1[cH:3][cH:4][cH:5][cH:6][cH:7]1)[NH:8][CH3:9].[Cl:10][c:11]1[n:12][c:13]([N:22]2[CH2:23][CH2:24][S:25](=[O:28])[CH2:26][CH2:27]2)[c:14]2[c:15]([n:16]1)[c:17]([Cl:21])[n:18][cH:19][n:20]2.[O:30]1[CH2:31][CH2:32][O:33][CH2:34][CH2:35]1.[OH2:29]>>[CH2:1]([c:2]1[cH:3][cH:4][cH:5][cH:6][cH:7]1)[N:8]([CH3:9])[c:17]1[c:15]2[c:14]([c:13]([N:22]3[CH2:23][CH2:24][S:25](=[O:28])[CH2:26][CH2:27]3)[n:12][c:11]([Cl:10])[n:16]2)[n:20][cH:19][n:18]1. The reactants are C(C=C)NC1=NC(=C(N=C1)C1=CC=CC=C1)C1=CC=CC=C1 (2-allylamino-5,6-diphenylpyrazine), C(C)(C)(C)OC(COCCCCBr)=O (2-(4-bromobutyloxy)acetic acid tert-butyl ester). The product is C(C)(C)(C)OC(COCCCCN(C1=NC(=C(N=C1)C1=CC=CC=C1)C1=CC=CC=C1)CC=C)=O (2-{4-[N-allyl-N-(5,6-diphenylpyrazin-2-yl)amino]butyloxy}acetic acid tert-butyl ester). As a reaction SMILES: [CH2:1]([NH:4][C:5]1[CH:10]=[N:9][C:8]([C:11]2[CH:16]=[CH:15][CH:14]=[CH:13][CH:12]=2)=[C:7]([C:17]2[CH:22]=[CH:21][CH:20]=[CH:19][CH:18]=2)[N:6]=1)[CH:2]=[CH2:3].[C:23]([O:27][C:28](=[O:36])[CH2:29][O:30][CH2:31][CH2:32][CH2:33][CH2:34]Br)([CH3:26])([CH3:25])[CH3:24]>>[C:23]([O:27][C:28](=[O:36])[CH2:29][O:30][CH2:31][CH2:32][CH2:33][CH2:34][N:4]([CH2:1][CH:2]=[CH2:3])[C:5]1[CH:10]=[N:9][C:8]([C:11]2[CH:16]=[CH:15][CH:14]=[CH:13][CH:12]=2)=[C:7]([C:17]2[CH:18]=[CH:19][CH:20]=[CH:21][CH:22]=2)[N:6]=1)([CH3:26])([CH3:25])[CH3:24]. Procedure details: In the same manner as in Example 22, except that 2-allylamino-5,6-diphenylpyrazine was used in place of 5,6-diphenyl-2-(methylamino)pyrazine and 2-(4-bromobutyloxy)acetic acid tert-butyl ester was used in place of 2-(4-bromobutyloxy)acetic acid methyl ester, the desired compound was prepared as a pale yellow oily substance. The reactants are O=C([O-])[O-], CN1C(=O)CCC2(C)c3ccc(S)cc3CCC12, CN(C)C=O, CCOC(C)=O, CC(C)(C)c1ccc(C(C)(C)C)c2sc(Cl)nc12, [K+], [K+]. The product is CN1C(=O)CCC2(C)c3ccc(Sc4nc5c(C(C)(C)C)ccc(C(C)(C)C)c5s4)cc3CCC12. As a reaction SMILES: [C:19](=[O:20])([O-:21])[O-:22].[CH3:1][N:2]1[C:3](=[O:18])[CH2:4][CH2:5][C:6]2([CH3:17])[c:7]3[c:8]([cH:12][c:13]([SH:16])[cH:14][cH:15]3)[CH2:9][CH2:10][CH:11]12.[CH3:43][N:44]([CH3:45])[CH:46]=[O:47].[CH3:48][CH2:49][O:50][C:51](=[O:52])[CH3:53].[Cl:25][c:26]1[s:27][c:28]2[c:29]([n:30]1)[c:31]([C:39]([CH3:40])([CH3:41])[CH3:42])[cH:32][cH:33][c:34]2[C:35]([CH3:36])([CH3:37])[CH3:38].[K+:23].[K+:24]>>[CH3:1][N:2]1[C:3](=[O:18])[CH2:4][CH2:5][C:6]2([CH3:17])[c:7]3[c:8]([cH:12][c:13]([S:16][c:26]4[s:27][c:28]5[c:29]([n:30]4)[c:31]([C:39]([CH3:40])([CH3:41])[CH3:42])[cH:32][cH:33][c:34]5[C:35]([CH3:36])([CH3:37])[CH3:38])[cH:14][cH:15]3)[CH2:9][CH2:10][CH:11]12. Starting materials: CC(C)(C)OC(=O)N1CCC(O)(c2ccc(Cl)cc2Cl)CC1, ClCCl, O=C(O)C(F)(F)F. The product is OC1(c2ccc(Cl)cc2Cl)CCNCC1. Reaction SMILES: [C:1]([O:2][C:3](=[O:4])[N:8]1[CH2:9][CH2:10][C:11]([OH:14])([c:15]2[c:16]([Cl:22])[cH:17][c:18]([Cl:21])[cH:19][cH:20]2)[CH2:12][CH2:13]1)([CH3:5])([CH3:6])[CH3:7].[Cl:30][CH2:31][Cl:32].[OH:23][C:24]([C:25]([F:26])([F:27])[F:28])=[O:29]>>[NH:8]1[CH2:9][CH2:10][C:11]([OH:14])([c:15]2[c:16]([Cl:22])[cH:17][c:18]([Cl:21])[cH:19][cH:20]2)[CH2:12][CH2:13]1. Isolated yield 41.5%. Product: N1=CN=C2N=CNC2=C1N (adenine). Conditions: temperature 40 celsius, time 2 hour. Reported procedure: DAMN (0.727 g; 0.1 mole), N-dichloromethylformamidinium chloride (0.12 g; 0.01 mole) and ammonium acetate (0.51 g; 0.01 mole) were charged to a 3 oz. Aerosol Compatibility Tube (Fischer and Porter Co.) at room temperature. An ammoniacal formamide solution consisting of 15 ml of formamide and 0.343 g ammonia was then added to the tube. The reaction was run for 2 hours at 100° C. with magnetic stirring. The mixture was cooled to 40° C. and a black solid by-product which formed during the reaction ... Reactants: C(=O)N (formamide), [Cl-].ClC(NC=[NH2+])Cl (N-dichloromethylformamidinium chloride), C(C)(=O)[O-].[NH4+] (ammonium acetate), N (ammonia), C(=O)N (formamide). As a reaction SMILES: [Cl-].Cl[CH:3](Cl)[NH:4][CH:5]=[NH2+:6].[C:8]([O-])(=O)[CH3:9].[NH4+:12].[CH:13]([NH2:15])=O.[NH3:16]>>[N:4]1[C:5]([NH2:6])=[C:9]2[C:8]([N:16]=[CH:13][NH:15]2)=[N:12][CH:3]=1 |f:0.1,2.3|. The reactants are [BH4-], C1CCOC1, CC(C)COC(=O)Cl, O=C(O)c1cc(-c2nc3ccncc3s2)cc([N+](=O)[O-])c1, [Na+], O. Product: O=[N+]([O-])c1cc(CO)cc(-c2nc3ccncc3s2)c1. As a reaction SMILES: [BH4-:30].[CH2:32]1[O:33][CH2:34][CH2:35][CH2:36]1.[Cl:22][C:23]([O:24][CH2:25][CH:26]([CH3:27])[CH3:28])=[O:29].[N+:1](=[O:2])([O-:3])[c:4]1[cH:5][c:6]([C:7](=[O:8])[OH:9])[cH:10][c:11](-[c:13]2[s:14][c:15]3[cH:16][n:17][cH:18][cH:19][c:20]3[n:21]2)[cH:12]1.[Na+:31].[OH2:37]>>[N+:1](=[O:2])([O-:3])[c:4]1[cH:5][c:6]([CH2:7][OH:8])[cH:10][c:11](-[c:13]2[s:14][c:15]3[cH:16][n:17][cH:18][cH:19][c:20]3[n:21]2)[cH:12]1. Starting materials: O=C(n1ccnc1)n1ccnc1, CCCCCCCCOc1ccc(CC(=O)O)cc1, [H-], Nc1nc(=S)ss1, [Na+], C1CCOC1, O, c1c[nH]cn1. The product is CCCCCCCCOc1ccc(CC(=O)Nc2nc(=S)ss2)cc1. RXN SMILES: [C:20]([n:21]1[cH:22][cH:23][n:24][cH:25]1)([n:26]1[cH:27][cH:28][n:29][cH:30]1)=[O:31].[CH2:1]([CH2:2][CH2:3][CH2:4][CH2:5][CH2:6][CH2:7][CH3:8])[O:9][c:10]1[cH:11][cH:12][c:13]([CH2:16][C:17](=[O:18])[OH:19])[cH:14][cH:15]1.[H-:37].[NH2:39][c:40]1[s:41][s:42][c:43](=[S:45])[n:44]1.[Na+:38].[O:46]1[CH2:47][CH2:48][CH2:49][CH2:50]1.[OH2:51].[nH:32]1[cH:33][cH:34][n:35][cH:36]1>>[CH2:1]([CH2:2][CH2:3][CH2:4][CH2:5][CH2:6][CH2:7][CH3:8])[O:9][c:10]1[cH:11][cH:12][c:13]([CH2:16][C:17](=[O:19])[NH:39][c:40]2[s:41][s:42][c:43](=[S:45])[n:44]2)[cH:14][cH:15]1.